From a dataset of the Open Reaction Database (ORD), a public repository of structured organic reaction records. describe an organic reaction: reactants, conditions, products, and yield Reactants: COCC1=C(C=CC(=C1)C1=NC(=NO1)C=1C=C(C(=O)Cl)C=CC1)C1=C(C=CC=C1)C (3-{5-[2-(methoxymethyl)-2′-methylbiphenyl-4-yl]-1,2,4-oxadiazol-3-yl}benzoyl chloride), Cl.COC(CN)=O (glycine methyl ester hydrochloride). Yields the product COCC1=C(C=CC(=C1)C1=NC(=NO1)C=1C=C(C(=O)NCC(=O)OC)C=CC1)C1=C(C=CC=C1)C (Methyl N-(3-{5-[2-(methoxymethyl)-2′-methylbiphenyl-4-yl]-1,2,4-oxadiazol-3-yl}benzoyl)glycinate), powder. Yield: 86.0%. As a reaction SMILES: [CH3:1][O:2][CH2:3][C:4]1[CH:9]=[C:8]([C:10]2[O:14][N:13]=[C:12]([C:15]3[CH:16]=[C:17]([CH:21]=[CH:22][CH:23]=3)[C:18](Cl)=[O:19])[N:11]=2)[CH:7]=[CH:6][C:5]=1[C:24]1[CH:29]=[CH:28][CH:27]=[CH:26][C:25]=1[CH3:30].Cl.[CH3:32][O:33][C:34](=[O:37])[CH2:35][NH2:36]>>[CH3:1][O:2][CH2:3][C:4]1[CH:9]=[C:8]([C:10]2[O:14][N:13]=[C:12]([C:15]3[CH:16]=[C:17]([CH:21]=[CH:22][CH:23]=3)[C:18]([NH:36][CH2:35][C:34]([O:33][CH3:32])=[O:37])=[O:19])[N:11]=2)[CH:7]=[CH:6][C:5]=1[C:24]1[CH:29]=[CH:28][CH:27]=[CH:26][C:25]=1[CH3:30] |f:1.2|. Procedure details: 3-{5-[2-(methoxymethyl)-2′-methylbiphenyl-4-yl]-1,2,4-oxadiazol-3-yl}benzoyl chloride was prepared following procedure described in example 116 starting from example 92. It was obtained as an oil (1070 mg, 96%). The title compound was prepared following procedure described in example 121 starting from 3-{5-[2-(methoxymethyl)-2′-methylbiphenyl-4-yl]-1,2,4-oxadiazol-3-yl}benzoyl chloride and glycine methyl ester hydrochloride. The title compound was obtained as a pale yellow powder (97 mg, 86%). 1...